From a dataset of the Open Reaction Database (ORD), a public repository of structured organic reaction records. describe an organic reaction: reactants, conditions, products, and yield Starting materials: COC=1C=C2C(C(C3=C(OC4(CCNCC4)CS3)C2=CC1)=O)=O (8-methoxyspiro[naphtho[1,2-b][1,4]oxathiine-2,4′-piperidine]-5,6-dione), ClC=1C=C(C(=O)Cl)C=CC1 (3-chlorobenzoyl chloride). Yields the product ClC=1C=C(C(=O)N2CCC3(CC2)CSC2=C(O3)C3=CC=C(C=C3C(C2=O)=O)OC)C=CC1 (1′-(3-chlorobenzoyl)-8-methoxyspiro[naphtho[1,2-b][1,4]oxathiine-2,4′-piperidine]-5,6-dione). RXN SMILES: [CH3:1][O:2][C:3]1[CH:4]=[C:5]2[C:19](=[CH:20][CH:21]=1)[C:9]1[O:10][C:11]3([CH2:17][S:18][C:8]=1[C:7](=[O:22])[C:6]2=[O:23])[CH2:16][CH2:15][NH:14][CH2:13][CH2:12]3.[Cl:24][C:25]1[CH:26]=[C:27]([CH:31]=[CH:32][CH:33]=1)[C:28](Cl)=[O:29]>>[Cl:24][C:25]1[CH:26]=[C:27]([CH:31]=[CH:32][CH:33]=1)[C:28]([N:14]1[CH2:15][CH2:16][C:11]2([O:10][C:9]3[C:19]4[C:5]([C:6](=[O:23])[C:7](=[O:22])[C:8]=3[S:18][CH2:17]2)=[CH:4][C:3]([O:2][CH3:1])=[CH:21][CH:20]=4)[CH2:12][CH2:13]1)=[O:29]. Procedure details: Compound 63 was synthesized using 8-methoxyspiro[naphtho[1,2-b][1,4]oxathiine-2,4′-piperidine]-5,6-dione, 3-chlorobenzoyl chloride and conditions outlined in procedure N. M.p.=130° C. (dec); 400 MHz 1H NMR (DMSO-d6) δ: 7.82 (d, J=8.6 Hz, 1H), 7.55-7.40 (m, 3H), 7.38 (d, J=7.6 Hz, 2H), 7.34 (d, J=7.4 Hz, 1H), 4.42 (bs, 1H), 3.87 (s, 3H), 3.58-3.20 (m, 4H), 3.03 (s, 2H), 2.08-2.02 (m, 2H), 1.96-1.88 (m, 2H), 1.86-1.78 (m, 2H); LCMS: 470 [M+H]. The reactants are O (water), C(=O)=NS(=O)(=O)Cl (N-carbonylsulfamyl chloride), NC1=NN=C(S1)C1=CC(=C(C(=C1)C(C)(C)C)O)C(C)(C)C (4-(5-amino-1,3,4-thiadiazol-2-yl)-2,6-bis(1,1-dimethylethyl)-phenol). Run in CCOCC (ether), CCOCC (ether), CCOCC (ether). The product is CC(C)(C)C=1C=C(C=C(C1O)C(C)(C)C)C1=NN=C(S1)NC(=O)N (N-[5-[3,5-bis(1,1-dimethylethyl)-4-hydroxyphenyl]-1,3,4-thiadiazole-2-yl]-urea). Yield: 53.8%. RXN SMILES: [NH2:1][C:2]1[S:6][C:5]([C:7]2[CH:12]=[C:11]([C:13]([CH3:16])([CH3:15])[CH3:14])[C:10]([OH:17])=[C:9]([C:18]([CH3:21])([CH3:20])[CH3:19])[CH:8]=2)=[N:4][N:3]=1.[C:22](=[N:24]S(Cl)(=O)=O)=[O:23].O>CCOCC>[CH3:16][C:13]([C:11]1[CH:12]=[C:7]([C:5]2[S:6][C:2]([NH:1][C:22]([NH2:24])=[O:23])=[N:3][N:4]=2)[CH:8]=[C:9]([C:18]([CH3:21])([CH3:20])[CH3:19])[C:10]=1[OH:17])([CH3:14])[CH3:15]. Reported procedure: A suspension of 4-(5-amino-1,3,4-thiadiazol-2-yl)-2,6-bis(1,1-dimethylethyl)-phenol (1.0 g, 0.0032 mole) in ether (5 ml) is added to a 0° C. solution of N-carbonylsulfamyl chloride (0.46 g, 0.0032 mole) in ether (5 ml). The resulting mixture is stirred 15 minutes before water (10 ml) is added. The mixture is diluted with ether and washed with 2M HCl and saturated aqueous NaCl. Extract with aqueous 1M NaOH (3×). The combined aqueous layers are made acidic with aqueous 2M HCl. The resulting precip...